This data is from the Open Reaction Database (ORD), a public repository of structured organic reaction records. The task is: describe an organic reaction: reactants, conditions, products, and yield The reactants are O=C([O-])[O-], [Cs+], [Cs+], O=[N+]([O-])c1cccc(S(=O)(=O)OCC2CO2)c1, CN(C)C=O, COC(=O)c1ccc(C)cc1O. Yields the product COC(=O)c1ccc(C)cc1OCC1CO1. RXN SMILES: [C:30](=[O:31])([O-:32])[O-:33].[Cs+:34].[Cs+:35].[N+:1]([c:2]1[cH:3][c:4]([S:5]([O:6][CH2:14][CH:15]2[O:16][CH2:17]2)(=[O:7])=[O:8])[cH:9][cH:10][cH:11]1)([O-:12])=[O:13].[O:36]=[CH:37][N:38]([CH3:39])[CH3:40].[OH:18][c:19]1[c:20]([C:21](=[O:22])[O:23][CH3:24])[cH:25][cH:26][c:27]([CH3:29])[cH:28]1>>[CH2:14]([CH:15]1[O:16][CH2:17]1)[O:18][c:19]1[c:20]([C:21](=[O:22])[O:23][CH3:24])[cH:25][cH:26][c:27]([CH3:29])[cH:28]1.